Dataset: the Open Reaction Database (ORD), a public repository of structured organic reaction records. Task: describe an organic reaction: reactants, conditions, products, and yield The reactants are CC1=C(C2=C(S1)C=CC=C2)OC(C)=O (2-methyl-3-acetoxybenzo[b]thiophene), BrN1C(CCC1=O)=O (N-bromosuccinimide). Reagents/catalysts: C(C1=CC=CC=C1)(=O)OOC(C1=CC=CC=C1)=O (benzoylperoxide). Product: BrCC1=C(C2=C(S1)C=CC=C2)OC(C)=O (2-bromomethyl-3-acetoxybenzo[b]thiophene). Yield: 102.7%. As a reaction SMILES: [CH3:1][C:2]1[S:6][C:5]2[CH:7]=[CH:8][CH:9]=[CH:10][C:4]=2[C:3]=1[O:11][C:12](=[O:14])[CH3:13].[Br:15]N1C(=O)CCC1=O>C(OOC(=O)C1C=CC=CC=1)(=O)C1C=CC=CC=1>[Br:15][CH2:1][C:2]1[S:6][C:5]2[CH:7]=[CH:8][CH:9]=[CH:10][C:4]=2[C:3]=1[O:11][C:12](=[O:14])[CH3:13]. Reported procedure: A suspension of 1.00 g (4.85 mmol) of 2-methyl-3-acetoxybenzo[b]thiophene, 1.21 g (6.78 mmol) of N-bromosuccinimide, and 10 mg benzoylperoxide was heated under reflux for 3 hours. The mixture was filtered and the filtrate was concentrated to afford 1.42 g (100%) of a pale yellow oil. NMR (CDCl3, 90 MHz) δ2.35 (s, 3H, OAc), 4.48 (s, 2H, --CH2 --Br), 7.2-7.8 (m, 4H). The reactants are FC(C(=O)O)(F)F (trifluoroacetic acid), C(C)[SiH](CC)CC (triethylsilane), C1(=CC=CC=C1)C(C1=CC=CC=C1)OC(=O)C=1N2C([C@@H](C2CCC1SC=1SC=NN1)NC(\C(=N/OC(C1=CC=CC=C1)(C1=CC=CC=C1)C1=CC=CC=C1)\C=1N=C(SC1Cl)N)=O)=O ((7R)-7-[(Z)-2-(2-amino-5-chlorothiazol-4-yl)-2-(triphenylmethoxyimino]acetamido]-3-[1,3,4-thiadiazol-2-ylthio]-8-oxo-1-aza-bicyclo-[4.2.0]oct-2-ene-2-carboxylate diphenylmethyl ester). The solvent is ClCCl (dichloromethane). Reaction conditions: temperature 0 celsius, time 3 hour. Product: NC=1SC(=C(N1)/C(/C(=O)N[C@@H]1C2CCC(=C(N2C1=O)C(=O)O)SC=1SC=NN1)=N/O)Cl ((7R)-7-[(Z) 2-(2-amino-5-chlorothiazol-4-yl)-2-(hydroxyimino]acetamido]-3-[1,3,4-thiadiazol-2-ylthio]-8-oxo-1-aza-bicyclo[4.2.0]oct-2-ene-2-carboxylic acid). The yield is 76.2%. RXN SMILES: FC(F)(F)C(O)=O.C([SiH](CC)CC)C.C1(C([O:28][C:29]([C:31]2[N:32]3[CH:35]([CH2:36][CH2:37][C:38]=2[S:39][C:40]2[S:41][CH:42]=[N:43][N:44]=2)[C@@H:34]([NH:45][C:46](=[O:76])/[C:47](/[C:69]2[N:70]=[C:71]([NH2:75])[S:72][C:73]=2[Cl:74])=[N:48]\[O:49]C(C2C=CC=CC=2)(C2C=CC=CC=2)C2C=CC=CC=2)[C:33]3=[O:77])=[O:30])C2C=CC=CC=2)C=CC=CC=1>ClCCl>[NH2:75][C:71]1[S:72][C:73]([Cl:74])=[C:69](/[C:47](=[N:48]/[OH:49])/[C:46]([NH:45][C@H:34]2[C:33](=[O:77])[N:32]3[CH:35]2[CH2:36][CH2:37][C:38]([S:39][C:40]2[S:41][CH:42]=[N:43][N:44]=2)=[C:31]3[C:29]([OH:30])=[O:28])=[O:76])[N:70]=1. Procedure: A solution of trifluoroacetic acid (5 mL), triethylsilane (3 mL) and dichloromethane (8 mL) was cooled to 0° C. and (7R)-7-[(Z)-2-(2-amino-5-chlorothiazol-4-yl)-2-(triphenylmethoxyimino]acetamido]-3-[1,3,4-thiadiazol-2-ylthio]-8-oxo-1-aza-bicyclo-[4.2.0]oct-2-ene-2-carboxylate diphenylmethyl ester (1.5 g) was added in portions. The reaction mixture was stirred at 0° C. for 3 hours, was allowed to warm up to room temp. and was evaporated to dryness. The residue was treated with diethyl ether (50 ... Starting materials: CN1CC[C@]23C=4C5=CC=C(C4O[C@H]2C(=O)CC[C@]3([C@H]1C5)O)O (Oxymorphone). Run in C(CC)O (1-propanol). Run at temperature 90 celsius, time 1.5 hour. Yields the product CN1CC[C@]23C=4C5=CC=C(C4O[C@H]2C(=O)CC[C@]3([C@H]1C5)O)O (Oxymorphone), CN1CCC23C4C(CCC2(C1CC5=C3C(=C(C=C5)O)O4)O)O (6α-oxymorphol), CN1CC[C@]23[C@@H]4[C@@H](CC[C@]2([C@H]1CC5=C3C(=C(C=C5)O)O4)O)O (6β-oxymorphol). As a reaction SMILES: [CH3:1][N:2]1[C@@H:19]2[CH2:20][C:7]3=[CH:8][CH:9]=[C:10]([OH:22])[C:11]4[O:12][C@H:13]5[C:14]([CH2:16][CH2:17][C@:18]2([OH:21])[C@:5]5([C:6]=43)[CH2:4][CH2:3]1)=[O:15]>C(O)CC>[CH3:1][N:2]1[C@@H:19]2[CH2:20][C:7]3=[CH:8][CH:9]=[C:10]([OH:22])[C:11]4[O:12][C@H:13]5[C:14]([CH2:16][CH2:17][C@:18]2([OH:21])[C@:5]5([C:6]=43)[CH2:4][CH2:3]1)=[O:15].[CH3:1][N:2]1[CH:19]2[CH2:20][C:7]3[CH:8]=[CH:9][C:10]([OH:22])=[C:11]4[O:12][CH:13]5[CH:14]([OH:15])[CH2:16][CH2:17][C:18]2([OH:21])[C:5]5([C:6]=34)[CH2:4][CH2:3]1.[CH3:1][N:2]1[C@@H:19]2[CH2:20][C:7]3[CH:8]=[CH:9][C:10]([OH:22])=[C:11]4[O:12][C@H:13]5[C@H:14]([OH:15])[CH2:16][CH2:17][C@:18]2([OH:21])[C@:5]5([C:6]=34)[CH2:4][CH2:3]1. Procedure: The crude Oxymorphone Base (267.7 g wet, 180.1 g dry basis) was transferred back to a clean 3000 mL reaction vessel and 1-propanol (321.6 g) was charged. The slurry was heated to 90±3° C. and stirred for 1.5 h. The temperature was lowered to 25±5° C. and stirred for 1 h. The batch was further cooled to 10±5° C. and stirred 1 h. The product was collected by filtration washing the cake with 1-propanol (10±5° C., 2×48.2 g) then drying under vacuum at 55±5° C. to give Oxymorphone Base (167.8 g, 83.3... Reaction SMILES: [F:1][C:2]1[CH:3]=[C:4](Br)[CH:5]=[C:6]([F:8])[CH:7]=1.[Mg].Cl.[OH2:12]>C1COCC1.C(O)=O>[F:1][C:2]1[CH:3]=[C:4]([CH:2]2[CH2:3][CH2:4][C:5](=[O:12])[CH2:6][CH2:7]2)[CH:5]=[C:6]([F:8])[CH:7]=1. Conditions: temperature 0 celsius, time 3 hour. Reported procedure: Grignard reagent was prepared from 50.0 g (259 mmol) of 3,5-difluorobromobenzene and 6.32 g (260 mmol) of dried magnesium in 350 ml of THF, and cooled down to 0° C. Solution of 40.6 g (260 mmol) of a commercially available cyclohexanedionemonoethylene ketal in 300 ml of THF was added dropwise thereto. After finishing of the dropping, the reaction product was warmed up to room temperature and stirred for 3 hours. The reaction product was added to 500 ml of 6N hydrochloric acid, the product was ex... The solvent is C1CCOC1 (THF), C1CCOC1 (THF), C(=O)O (formic acid). The reactants are ketal, FC=1C=C(C=C(C1)F)Br (3,5-difluorobromobenzene), [Mg] (magnesium), Cl (hydrochloric acid), O (water). Product: Grignard reagent, FC=1C=C(C=C(C1)F)C1CCC(CC1)=O (4-(3,5-difluorophenyl)cyclohexanone).